This data is from the Open Reaction Database (ORD), a public repository of structured organic reaction records. The task is: describe an organic reaction: reactants, conditions, products, and yield The reactants are CN(C)C=O, CCO, Fc1ccc2c(-c3ccc(OCC4CO4)cc3)noc2c1, NC1Cc2ccccc2C1. The product is OC(CNC1Cc2ccccc2C1)COc1ccc(-c2noc3cc(F)ccc23)cc1. As a reaction SMILES: [CH3:32][N:33]([CH3:34])[CH:35]=[O:36].[CH3:37][CH2:38][OH:39].[F:1][c:2]1[cH:3][c:4]2[c:5]([c:6](-[c:9]3[cH:10][cH:11][c:12]([O:15][CH2:16][CH:17]4[O:18][CH2:19]4)[cH:13][cH:14]3)[n:7][o:8]2)[cH:20][cH:21]1.[NH2:22][CH:23]1[CH2:24][c:25]2[cH:26][cH:27][cH:28][cH:29][c:30]2[CH2:31]1>>[F:1][c:2]1[cH:3][c:4]2[c:5]([c:6](-[c:9]3[cH:10][cH:11][c:12]([O:15][CH2:16][CH:17]([OH:18])[CH2:19][NH:22][CH:23]4[CH2:24][c:25]5[cH:26][cH:27][cH:28][cH:29][c:30]5[CH2:31]4)[cH:13][cH:14]3)[n:7][o:8]2)[cH:20][cH:21]1. The reactants are ice water, [H-].[Na+] (sodium hydride), S(=O)(=O)(OC)OC (dimethyl sulfate), OC1=C(C(OC2=C1C=CC=C2)=O)C(C=CC2=CC(=C(C=C2)OC(F)(F)F)Cl)=O (4-hydroxy-3-[3-[3-chloro-4-(trifluoromethoxy)phenyl]1-oxo-2-propenyl]-2H-1-benzopyran-2-one). Solvent: CN(P(=O)(N(C)C)N(C)C)C (hexamethylphosphoramide). Run at time 30 minute. The product is COC1=C(C(OC2=C1C=CC=C2)=O)C(C=CC2=CC(=C(C=C2)OC(F)(F)F)Cl)=O (4-methoxy-3-[3-[3-chloro-4-(trifluoromethoxy)phenyl]-1-oxo-2-propenyl]-2H-1-benzopyran-2-one). RXN SMILES: [OH:1][C:2]1[C:7]2[CH:8]=[CH:9][CH:10]=[CH:11][C:6]=2[O:5][C:4](=[O:12])[C:3]=1[C:13](=[O:28])[CH:14]=[CH:15][C:16]1[CH:21]=[CH:20][C:19]([O:22][C:23]([F:26])([F:25])[F:24])=[C:18]([Cl:27])[CH:17]=1.[H-].[Na+].S(OC)(O[CH3:35])(=O)=O>CN(C)P(N(C)C)(N(C)C)=O>[CH3:35][O:1][C:2]1[C:7]2[CH:8]=[CH:9][CH:10]=[CH:11][C:6]=2[O:5][C:4](=[O:12])[C:3]=1[C:13](=[O:28])[CH:14]=[CH:15][C:16]1[CH:21]=[CH:20][C:19]([O:22][C:23]([F:24])([F:25])[F:26])=[C:18]([Cl:27])[CH:17]=1 |f:1.2|. Reported procedure: In 15 ml of hexamethylphosphoramide was dissolved 1.37 g of 4-hydroxy-3-[3-[3-chloro-4-(trifluoromethoxy)phenyl]1-oxo-2-propenyl]-2H-1-benzopyran-2-one, to this solution was added 0.17 g of sodium hydride (60% oily), and this was stirred at room temperature for 30 minutes. Then, 0.8 ml of dimethyl sulfate, and this was stirred at 65° C. for 2 hours. Thereafter, the reaction mixture was added to ice water, and this was extracted with ethyl acetate. The organic layer was washed with an aqueous sat... Starting materials: C([O-])([O-])=O.[NH4+].[NH4+] (Ammonium carbonate), C(C)(C)(C)OC(=O)N1CCC(CC1)N1N=CC(=C1)NC1=NC=C(C(=N1)CCC1=C(C=CC=C1)CC(=O)O)C(F)(F)F (2-(2-(2-(2-((1-(1-(tert-butoxycarbonyl)piperidin-4-yl)-1H-pyrazol-4-yl)amino)-5-(trifluoromethyl)pyrimidin-4-yl)ethyl)phenyl)acetic acid), C=1C=CC2=C(C1)N=NN2O (HOBt), CCN=C=NCCCN(C)C.Cl (EDCl), Cl (HCl). Run in CCN(CC)CC (Et3N), CN(C)C=O (DMF). Product: NC(CC1=C(CCC2=NC(=NC=C2C(F)(F)F)NC=2C=NN(C2)C2CCN(CC2)C(=O)OC(C)(C)C)C=CC=C1)=O (tert-Butyl 4-(4-((4-(2-(2-amino-2-oxoethyl)phenethyl)-5-(trifluoromethyl)pyrimidin-2-yl)amino)-1H-pyrazol-1-yl)piperidine-1-carboxylate), solid. Yield: 63.0%. RXN SMILES: C(=O)([O-])[O-].[NH4+].[NH4+].[C:7]([O:11][C:12]([N:14]1[CH2:19][CH2:18][CH:17]([N:20]2[CH:24]=[C:23]([NH:25][C:26]3[N:31]=[C:30]([CH2:32][CH2:33][C:34]4[CH:39]=[CH:38][CH:37]=[CH:36][C:35]=4[CH2:40][C:41](O)=[O:42])[C:29]([C:44]([F:47])([F:46])[F:45])=[CH:28][N:27]=3)[CH:22]=[N:21]2)[CH2:16][CH2:15]1)=[O:13])([CH3:10])([CH3:9])[CH3:8].C1C=CC2N(O)N=[N:54]C=2C=1.CCN=C=NCCCN(C)C.Cl.Cl>CCN(CC)CC.CN(C=O)C>[NH2:54][C:41](=[O:42])[CH2:40][C:35]1[CH:36]=[CH:37][CH:38]=[CH:39][C:34]=1[CH2:33][CH2:32][C:30]1[C:29]([C:44]([F:45])([F:46])[F:47])=[CH:28][N:27]=[C:26]([NH:25][C:23]2[CH:22]=[N:21][N:20]([CH:17]3[CH2:18][CH2:19][N:14]([C:12]([O:11][C:7]([CH3:8])([CH3:9])[CH3:10])=[O:13])[CH2:15][CH2:16]3)[CH:24]=2)[N:31]=1 |f:0.1.2,5.6|. Procedure details: Ammonium carbonate (903 mg 9.40 mmol) was added to a suspension of 2-(2-(2-(2-((1-(1-(tert-butoxycarbonyl)piperidin-4-yl)-1H-pyrazol-4-yl)amino)-5-(trifluoromethyl)pyrimidin-4-yl)ethyl)phenyl)acetic acid (A136) (270 mg, 0.470 mmol), HOBt (317 mg, 2.35 mmol) and EDCl.HCl (450 mg, 2.35 mmol) in Et3N (1.0 mL) and DMF (25 mL) and the resulting solution was stirred at 40° C. overnight. The volatiles were removed in vacuo and the resulting residue was dissolved in EtOAc (250 mL) and washed with water ... The reactants are N=C(NC(=O)OCc1ccccc1)c1ccc2oc(C(=O)O)cc2c1, CC(C)(C)OC(=O)COC1CCC(N)CC1. The product is CC(C)(C)OC(=O)COC1CCC(NC(=O)c2cc3cc(C(=N)NC(=O)OCc4ccccc4)ccc3o2)CC1. Reaction SMILES: [CH2:1]([c:2]1[cH:3][cH:4][cH:5][cH:6][cH:7]1)[O:8][C:9](=[O:10])[NH:11][C:12](=[NH:13])[c:14]1[cH:15][cH:16][c:17]2[c:18]([cH:19][c:20]([C:22](=[O:23])[OH:24])[o:21]2)[cH:25]1.[NH2:26][CH:27]1[CH2:28][CH2:29][CH:30]([O:33][CH2:34][C:35](=[O:36])[O:37][C:38]([CH3:39])([CH3:40])[CH3:41])[CH2:31][CH2:32]1>>[CH2:1]([c:2]1[cH:3][cH:4][cH:5][cH:6][cH:7]1)[O:8][C:9](=[O:10])[NH:11][C:12](=[NH:13])[c:14]1[cH:15][cH:16][c:17]2[c:18]([cH:19][c:20]([C:22](=[O:24])[NH:26][CH:27]3[CH2:28][CH2:29][CH:30]([O:33][CH2:34][C:35](=[O:36])[O:37][C:38]([CH3:39])([CH3:40])[CH3:41])[CH2:31][CH2:32]3)[o:21]2)[cH:25]1. Starting materials: N(=O)C1=C(C=CC2=CC(=CC=C12)C(=O)OC)O (1-nitroso-6-methoxycarbonyl-β-naphthol), S(=O)(O)[O-].[Na+] (sodium hydrogen sulfite), [OH-].[Na+] (sodium hydroxide). Solvent: O (water). Reaction conditions: temperature 40 celsius. The product is NC1=C(C=C(C2=CC(=CC=C12)C(=O)OC)S(=O)(=O)O)O (Methyl 1-amino-2-hydroxy-4-sulfo-6-naphthalenecarboxylate). Yield: 64.0%. RXN SMILES: [N:1]([C:3]1[C:12]2[C:7](=[CH:8][C:9]([C:13]([O:15][CH3:16])=[O:14])=[CH:10][CH:11]=2)[CH:6]=[CH:5][C:4]=1[OH:17])=O.[S:18]([O-:21])([OH:20])=[O:19].[Na+].[OH-].[Na+]>O>[NH2:1][C:3]1[C:12]2[C:7](=[CH:8][C:9]([C:13]([O:15][CH3:16])=[O:14])=[CH:10][CH:11]=2)[C:6]([S:18]([OH:21])(=[O:20])=[O:19])=[CH:5][C:4]=1[OH:17] |f:1.2,3.4|. Procedure: 92.4 g (0.4 mol) of crude 1-nitroso-6-methoxycarbonyl-β-naphthol were added at room temperature to a solution of 360 g (1.11 mol) of 40%-strength aqueous sodium hydrogen sulfite and 4.4 g (0.11 mol) or sodium hydroxide in 1610 ml of water. The suspension was heated for 24 h at 40° C. and then 2.4 g; (2.6% of the amount taken) of residue were separated off. The clear solution was then acidified at 25° C. with 142 g (1.39 mol) of 36%-strength sulfuric acid and the product was crystallized out for ... Reactants: CC=1SC=NN1 (2-methyl-1,3,4-thiadiazole), compound, CN1C(=NC=C1[N+](=O)[O-])C=O (1-methyl-5nitroimidazol-2-carboxaldehyde). Reagents/catalysts: [Cl-].[Zn+2].[Cl-] (zinc chloride). Run in C(C)(=O)OC(C)=O (acetic anhydride), C(C)(=O)O (acetic acid), C(C)(=O)OC(C)=O (acetic anhydride), C(C)(=O)O (acetic acid). The product is CN1C(=NC=C1[N+](=O)[O-])C=CC=1SC=NN1 (2-[2-(1-methyl-5-nitroimidazol-2-yl)-vinyl]-1,3,4-thiadiazole). As a reaction SMILES: [CH3:1][N:2]1[C:6]([N+:7]([O-:9])=[O:8])=[CH:5][N:4]=[C:3]1[CH:10]=O.[CH3:12][C:13]1[S:14][CH:15]=[N:16][N:17]=1>C(O)(=O)C.C(OC(=O)C)(=O)C.[Cl-].[Zn+2].[Cl-]>[CH3:1][N:2]1[C:6]([N+:7]([O-:9])=[O:8])=[CH:5][N:4]=[C:3]1[CH:10]=[CH:12][C:13]1[S:14][CH:15]=[N:16][N:17]=1 |f:4.5.6|. Reported procedure: 0.3 g of zinc chloride is added to 15.5 g of 1-methyl-5nitroimidazol-2-carboxaldehyde which has been dissolved in 100 ml of acetic acid and 50 ml of acetic anhydride and the whole is dripped into 10 g of 2-methyl-1,3,4-thiadiazole, which has been dissolved in a mixture of 100 ml of acetic acid and 50 ml of acetic anhydride, over a period of 5 hours at reflux temperature. After 24 hours the reaction mixture is freed of the solvent by evaporation and ether is added. After the reaction product has ...